Dataset: the Open Reaction Database (ORD), a public repository of structured organic reaction records. Task: describe an organic reaction: reactants, conditions, products, and yield Reactants: P(C(C)(C)C)(C(C)(C)C)Cl ((t-Bu)2PCl), BrC=1C=NC=CC1 (3-bromopyridine), N(C1=CC=CC=C1)C1=CC=CC=C1 (Ph2NH), [OH-].[K+] (KOH). Run in O1CCOCC1 (1,4-dioxane), C(C)OCC (diethyl ether), O (H2O). Yields the product N1=CC(=CC=C1)N(C1=CC=CC=C1)C1=CC=CC=C1 (3-pyridyldiphenylamine). RXN SMILES: P(Cl)(C(C)(C)C)C(C)(C)C.Br[C:12]1[CH:13]=[N:14][CH:15]=[CH:16][CH:17]=1.[NH:18]([C:25]1[CH:30]=[CH:29][CH:28]=[CH:27][CH:26]=1)[C:19]1[CH:24]=[CH:23][CH:22]=[CH:21][CH:20]=1.[OH-].[K+]>O1CCOCC1.C(OCC)C.O>[N:14]1[CH:15]=[CH:16][CH:17]=[C:12]([N:18]([C:25]2[CH:26]=[CH:27][CH:28]=[CH:29][CH:30]=2)[C:19]2[CH:24]=[CH:23][CH:22]=[CH:21][CH:20]=2)[CH:13]=1 |f:3.4|. Procedure details: A 30 mL of reactor equipped with magnetic stir bar was charged with 50 mg (0.093 mmol) of (t-Bu)2PCl)2PdCl2, 0.50 g (4.4 mmol) of 3-bromopyridine, 0.50 g (3.16 mmol) of Ph2NH and 0.25 g (4.46 mmol) of KOH in 2 mL of 1,4-dioxane. The reaction mixture was refluxed for 5 hours. The reaction mixture was cooled to room temperature, transferred to a separatory funnel, and diluted with 100 mL of diethyl ether and 20 mL of H2O. The layers were separated, and organic layer was washed with H2O (2×50 mL), ... Reported procedure: 5.1 g (18.1 mmol) of 4'-fluoro-2-(4-trifluoromethylphenyl)acetophenone was dissolved in 100 ml of ethanol, and 8.8 ml (181 mmol) of hydrazine monohydrate was added thereto. The mixture was refluxed under heating for 2 hours. After completion of the reaction, ethanol was distilled off under reduced pressure, and water was added to the residue. The mixture was extracted with dichloromethane. The extract was dried over an hydrous sodium sulfate, and the solvent was distilled off to obtain [4'-fluor... Run in C(C)O (ethanol), C(C)O (ethanol). The product is FC1=CC=C(C=C1)C(CC1=CC=C(C=C1)C(F)(F)F)=NN ([4'-fluoro-2-(4-trifluoromethylphenyl)acetophenone]hydrazone). As a reaction SMILES: [F:1][C:2]1[CH:7]=[CH:6][C:5]([C:8](=O)[CH2:9][C:10]2[CH:15]=[CH:14][C:13]([C:16]([F:19])([F:18])[F:17])=[CH:12][CH:11]=2)=[CH:4][CH:3]=1.O.[NH2:22][NH2:23]>C(O)C>[F:1][C:2]1[CH:7]=[CH:6][C:5]([C:8](=[N:22][NH2:23])[CH2:9][C:10]2[CH:15]=[CH:14][C:13]([C:16]([F:19])([F:18])[F:17])=[CH:12][CH:11]=2)=[CH:4][CH:3]=1 |f:1.2|. Reactants: FC1=CC=C(C=C1)C(CC1=CC=C(C=C1)C(F)(F)F)=O (4'-fluoro-2-(4-trifluoromethylphenyl)acetophenone), O.NN (hydrazine monohydrate). Reactants: [Al+3], [H-], [H-], [H-], [H-], [Li+], [Na+], C1CCOC1, [OH-], O, CCOC(=O)CCN1CCN(c2cccc3sccc23)CC1. Product: OCCCN1CCN(c2cccc3sccc23)CC1. RXN SMILES: [Al+3:2].[H-:1].[H-:4].[H-:5].[H-:6].[Li+:3].[Na+:31].[O:32]1[CH2:33][CH2:34][CH2:35][CH2:36]1.[OH-:30].[OH2:29].[s:7]1[c:8]2[c:9]([cH:10][cH:11]1)[c:12]([N:16]1[CH2:17][CH2:18][N:19]([CH2:22][CH2:23][C:24](=[O:25])[O:26][CH2:27][CH3:28])[CH2:20][CH2:21]1)[cH:13][cH:14][cH:15]2>>[s:7]1[c:8]2[c:9]([cH:10][cH:11]1)[c:12]([N:16]1[CH2:17][CH2:18][N:19]([CH2:22][CH2:23][CH2:24][OH:25])[CH2:20][CH2:21]1)[cH:13][cH:14][cH:15]2. Starting materials: [H-].[Na+] (sodium hydride), CN1CC(NC2=C(C1=O)C=CC=C2)=O (4-methyl-3H-1,4-benzodiazepine-2,5(1H,4H)-dione), CC1(OC[C@H](N1C(=O)OC(C)(C)C)COS(=O)(=O)C1=CC=C(C=C1)C)C (t-butyl (S)-2,2-dimethyl-4-(p-tolylsulfonyloxymethyl)-3-oxazolidinecaboxylate). Solvent: CN(C)C=O (DMF), CN(C)C=O (DMF). Reaction conditions: time 90 minute. The product is CN1CC(N(C2=C(C1=O)C=CC=C2)C[C@H]2N(C(OC2)(C)C)C(=O)OC(C)(C)C)=O (t-butyl (R)-(2,3,4,5-tetrahydro-4-methyl-2,5-dioxo-1H-1,4-benzodiazepin-1-ylmethyl)-2,2-dimethyl-3-oxazolidinecarboxylate). Yield: 33.3%. Reaction SMILES: [H-].[Na+].[CH3:3][N:4]1[C:10](=[O:11])[C:9]2[CH:12]=[CH:13][CH:14]=[CH:15][C:8]=2[NH:7][C:6](=[O:16])[CH2:5]1.[CH3:17][C:18]1([CH3:42])[N:22]([C:23]([O:25][C:26]([CH3:29])([CH3:28])[CH3:27])=[O:24])[C@H:21]([CH2:30]OS(C2C=CC(C)=CC=2)(=O)=O)[CH2:20][O:19]1>CN(C=O)C>[CH3:3][N:4]1[C:10](=[O:11])[C:9]2[CH:12]=[CH:13][CH:14]=[CH:15][C:8]=2[N:7]([CH2:30][C@@H:21]2[CH2:20][O:19][C:18]([CH3:17])([CH3:42])[N:22]2[C:23]([O:25][C:26]([CH3:27])([CH3:29])[CH3:28])=[O:24])[C:6](=[O:16])[CH2:5]1 |f:0.1|. Reported procedure: 1.1 g of sodium hydride dispersion (60%) are suspended in 50 ml of DMF. 5.23 g of 4-methyl-3H-1,4-benzodiazepine-2,5(1H,4H)-dione are added thereto so that the temperature does not exceed 35° C. and the mixture is stirred at room temperature for 90 minutes. Subsequently, a solution of 5.3 g of t-butyl (S)-2,2-dimethyl-4-(p-tolylsulfonyloxymethyl)-3-oxazolidinecaboxylate (Example 6a) in 50 ml of DMF is added thereto and the mixture is stirred at 50° C. overnight. The reaction mixture is evaporate... Starting materials: CCOCC, CO, Nc1ccc(C(=O)O)nc1, C[Si](C)(C)C=[N+]=[N-], c1ccccc1. Product: COC(=O)c1ccc(N)cn1. RXN SMILES: [CH3:18][CH2:19][O:20][CH2:21][CH3:22].[CH3:29][OH:30].[NH2:1][c:2]1[cH:3][cH:4][c:5]([C:8](=[O:9])[OH:10])[n:6][cH:7]1.[Si:11]([CH3:12])([CH:13]=[N+:14]=[N-:15])([CH3:16])[CH3:17].[cH:23]1[cH:24][cH:25][cH:26][cH:27][cH:28]1>>[NH2:1][c:2]1[cH:3][cH:4][c:5]([C:8](=[O:9])[O:10][CH3:12])[n:6][cH:7]1. Run in CO (methanol). Reported procedure: 3',5'-Di-O-benzoyl-2'-O-methyl-5-trifluoromethyluridine (10.6 g, 20 mmoles) was dissolved in dry methanol (250 ml). Sodium metal (0.7 g, 30 mmoles) was added and the resulting solution was stirred at room temperature for 17 hours. Ammonium chloride (1.6 g, 31 mmoles) was added and the solvent was removed under reduced pressure. The residue was chromatographed on a silica gel (100 g) column eluting with a gradient of 0 to 10% methanol in CH2Cl2 to afford 6.1 g (94%) 2'-O-methyl-5-trifluoromethylu... Starting materials: [Na] (Sodium), C(C1=CC=CC=C1)(=O)O[C@H]1[C@H]([C@@H](O[C@@H]1COC(C1=CC=CC=C1)=O)N1C(=O)NC(=O)C(=C1)C(F)(F)F)OC (3',5'-Di-O-benzoyl-2'-O-methyl-5-trifluoromethyluridine), [Cl-].[NH4+] (Ammonium chloride). Product: CO[C@H]1[C@@H](O[C@@H]([C@H]1O)CO)N1C(=O)NC(=O)C(=C1)C(F)(F)F (2'-O-methyl-5-trifluoromethyluridine). Run at time 17 hour. As a reaction SMILES: C([O:9][C@@H:10]1[C@@H:14]([CH2:15][O:16]C(=O)C2C=CC=CC=2)[O:13][C@@H:12]([N:25]2[CH:32]=[C:31]([C:33]([F:36])([F:35])[F:34])[C:29](=[O:30])[NH:28][C:26]2=[O:27])[C@@H:11]1[O:37][CH3:38])(=O)C1C=CC=CC=1.[Na].[Cl-].[NH4+]>CO>[CH3:38][O:37][C@@H:11]1[C@H:10]([OH:9])[C@@H:14]([CH2:15][OH:16])[O:13][C@H:12]1[N:25]1[CH:32]=[C:31]([C:33]([F:36])([F:34])[F:35])[C:29](=[O:30])[NH:28][C:26]1=[O:27] |f:2.3,^1:38|. Yield: 93.5%.